This data is from the Open Reaction Database (ORD), a public repository of structured organic reaction records. The task is: describe an organic reaction: reactants, conditions, products, and yield The reactants are NC1=CC=C(C=C1)C=1NC2=C(N1)C=C(C=C2)N (2-(4-aminophenyl)-6-aminobenzimidazole), C1(CCCCC1)C(=O)Cl (cyclohexylcarbonyl chloride). Yields the product C1(CCCCC1)C(=O)NC1=CC=C(C=C1)C=1NC2=C(N1)C=C(C=C2)NC(=O)C2CCCCC2 (2-(N-Cyclohexylcarbanoyl-4′-aminophenyl)-6-(cyclohexylcarbanoylamino)-benzimidazole). RXN SMILES: [NH2:1][C:2]1[CH:7]=[CH:6][C:5]([C:8]2[NH:9][C:10]3[CH:16]=[CH:15][C:14]([NH2:17])=[CH:13][C:11]=3[N:12]=2)=[CH:4][CH:3]=1.[CH:18]1([C:24](Cl)=[O:25])[CH2:23][CH2:22][CH2:21][CH2:20][CH2:19]1>>[CH:18]1([C:24]([NH:1][C:2]2[CH:3]=[CH:4][C:5]([C:8]3[NH:9][C:10]4[CH:16]=[CH:15][C:14]([NH:17][C:24]([CH:18]5[CH2:23][CH2:22][CH2:21][CH2:20][CH2:19]5)=[O:25])=[CH:13][C:11]=4[N:12]=3)=[CH:6][CH:7]=2)=[O:25])[CH2:23][CH2:22][CH2:21][CH2:20][CH2:19]1. Reported procedure: 2-(N-Cyclohexylcarbanoyl-4′-aminophenyl)-6-(cyclohexylcarbanoylamino)-benzimidazole was prepared by Method A from 2-(4-aminophenyl)-6-aminobenzimidazole (0.195 g, 0.87 mmole) and cyclohexylcarbonyl chloride (0.291 ml, 0.319 g, 2.175 mmole). The resulting solid (76.7 mg) was purified by preparative HPLC.